Dataset: the Open Reaction Database (ORD), a public repository of structured organic reaction records. Task: describe an organic reaction: reactants, conditions, products, and yield Reactants: O[C@](C(=O)O)(C(F)(F)F)C ((R)-(+)-2-hydroxy-2-methyl-3,3,3-trifluoropropanoic acid), ClC1=C(N)C=CC=C1[N+](=O)[O-] (2-chloro-3-nitroaniline), C1(=CC=CC=C1)C1=NC(=CC=C1)C1=CC=CC=C1 (2,6-diphenylpyridine). Yields the product [N+](=O)([O-])C=1C(=C(C=CC1)NC([C@@](C(F)(F)F)(C)O)=O)Cl ((R)-N-[3-Nitro-2-chlorophenyl]-2-hydroxy-2-methyl-3,3,3-trifluoropropanamide). As a reaction SMILES: [OH:1][C@@:2]([CH3:10])([C:6]([F:9])([F:8])[F:7])[C:3](O)=[O:4].[Cl:11][C:12]1[C:18]([N+:19]([O-:21])=[O:20])=[CH:17][CH:16]=[CH:15][C:13]=1[NH2:14].C1(C2C=CC=C(C3C=CC=CC=3)N=2)C=CC=CC=1>>[N+:19]([C:18]1[C:12]([Cl:11])=[C:13]([NH:14][C:3](=[O:4])[C@:2]([OH:1])([CH3:10])[C:6]([F:9])([F:8])[F:7])[CH:15]=[CH:16][CH:17]=1)([O-:21])=[O:20]. Reported procedure: The title compound was prepared by the method of Example 6 using (R)-(+)-2-hydroxy-2-methyl-3,3,3-trifluoropropanoic acid (Method 3) and 2-chloro-3-nitroaniline (Tetrahedron, 1999, 56 (2), 165-173) except that 2,6-diphenylpyridine was used instead of 2,6-di-t-butylpyridine. NMR (CDCl3) 1.77 (s, 3H), 3.58 (s, 1H), 7.44 (t, 1H), 7.63 (d, 1H), 8.66 (d, 1H), 9.27 (s, 1H); m/z 311.